The task is: describe an organic reaction: reactants, conditions, products, and yield. This data is from the Open Reaction Database (ORD), a public repository of structured organic reaction records. The reactants are C(C)OC(=O)C(CCCC(=O)N1N[C@@H](CCC1)C(=O)OC(C)(C)C)=C (tert.butyl 1-[5-(ethoxycarbonyl)-5-hexenoyl]-hexahydro-3-(S)-pyridazinecarboxylate), [OH-].[Na+] (sodium hydroxide). Solvent: O (water), C(C)O (ethanol). The product is C(=O)(O)C(CCCC(=O)N1N[C@@H](CCC1)C(=O)OC(C)(C)C)=C (tert.butyl 1-[5-(carboxy)-5-hexenoyl]-hexahydro-3(S)-pyridazinecarboxylate). The yield is 47.9%. RXN SMILES: C([O:3][C:4]([C:6](=[CH2:25])[CH2:7][CH2:8][CH2:9][C:10]([N:12]1[CH2:17][CH2:16][CH2:15][C@@H:14]([C:18]([O:20][C:21]([CH3:24])([CH3:23])[CH3:22])=[O:19])[NH:13]1)=[O:11])=[O:5])C.[OH-].[Na+]>C(O)C.O>[C:4]([C:6](=[CH2:25])[CH2:7][CH2:8][CH2:9][C:10]([N:12]1[CH2:17][CH2:16][CH2:15][C@@H:14]([C:18]([O:20][C:21]([CH3:23])([CH3:22])[CH3:24])=[O:19])[NH:13]1)=[O:11])([OH:5])=[O:3] |f:1.2|. Procedure details: A solution of 8.2 g of tert.butyl 1-[5-(ethoxycarbonyl)-5-hexenoyl]-hexahydro-3-(S)-pyridazinecarboxylate in 25 ml of ethanol was treated with 23.7 ml of 1N aqueous sodium hydroxide solution for 16 hours. The solution was diluted with 80 ml of water and the volume was then reduced to 80 ml by evaporation. The solution was washed with diethyl ether and the pH of the aqueous solution was adjusted to 3 using 2N aqueous hydrochloric acid. The solution was then extracted with dichloromethane. The org... The reactants are CN(C)c1ccccn1, CCOC(=O)C(C)(C)c1ccc(S(=O)(=O)Cl)cc1, Cn1nc(OCC2CC2)c(-c2ccc3c(c2)OCO3)c1N, c1ccncc1. The product is CCOC(=O)C(C)(C)c1ccc(S(=O)(=O)Nc2c(-c3ccc4c(c3)OCO4)c(OCC3CC3)nn2C)cc1. Reaction SMILES: [CH3:22][N:23]([c:24]1[cH:25][cH:26][cH:27][cH:28][n:29]1)[CH3:30].[Cl:31][S:32](=[O:33])(=[O:34])[c:35]1[cH:36][cH:37][c:38]([C:41]([C:42](=[O:43])[O:44][CH2:45][CH3:46])([CH3:47])[CH3:48])[cH:39][cH:40]1.[O:1]1[CH2:2][O:3][c:4]2[c:5]1[cH:6][cH:7][c:8](-[c:10]1[c:11]([O:17][CH2:18][CH:19]3[CH2:20][CH2:21]3)[n:12][n:13]([CH3:16])[c:14]1[NH2:15])[cH:9]2.[cH:49]1[cH:50][cH:51][n:52][cH:53][cH:54]1>>[O:1]1[CH2:2][O:3][c:4]2[c:5]1[cH:6][cH:7][c:8](-[c:10]1[c:11]([O:17][CH2:18][CH:19]3[CH2:20][CH2:21]3)[n:12][n:13]([CH3:16])[c:14]1[NH:15][S:32](=[O:33])(=[O:34])[c:35]1[cH:36][cH:37][c:38]([C:41]([C:42](=[O:43])[O:44][CH2:45][CH3:46])([CH3:47])[CH3:48])[cH:39][cH:40]1)[cH:9]2. The reactants are C(C1=CC=CC=C1)C1(C(N2N(CC=CC2C(=O)OC)C1=O)=O)CCI (methyl 2-benzyl-2,3,5,8-tetrahydro-2-(2-iodoethyl)-1,3-dioxo-1H-pyrazolo[1,2-a]pyridazine-5-carboxylate), C(C)(=O)[O-].[K+] (potassium acetate), C(C)(=S)O (thioacetic acid). The solvent is CC(=O)C (acetone). Reaction conditions: time 5 hour. The product is C(C)(=O)SCCC1(C(N2N(CC=CC2C(=O)OC)C1=O)=O)CC1=CC=CC=C1 (methyl 2-(2-acetylthioethyl)-2-benzyl-2,3,5,8-tetrahydro-1,3-dioxo-1H-pyrazolo[1,2-a]pyridazine-5-carboxylate). Isolated yield 90.3%. RXN SMILES: [CH2:1]([C:8]1([CH2:23][CH2:24]I)[C:20](=[O:21])[N:11]2[CH2:12][CH:13]=[CH:14][CH:15]([C:16]([O:18][CH3:19])=[O:17])[N:10]2[C:9]1=[O:22])[C:2]1[CH:7]=[CH:6][CH:5]=[CH:4][CH:3]=1.C([O-])(=O)C.[K+].[C:31]([OH:34])(=[S:33])[CH3:32]>CC(C)=O>[C:31]([S:33][CH2:24][CH2:23][C:8]1([CH2:1][C:2]2[CH:7]=[CH:6][CH:5]=[CH:4][CH:3]=2)[C:20](=[O:21])[N:11]2[CH2:12][CH:13]=[CH:14][CH:15]([C:16]([O:18][CH3:19])=[O:17])[N:10]2[C:9]1=[O:22])(=[O:34])[CH3:32] |f:1.2|. Procedure: (b) A mixture of 0.5 g of methyl 2-benzyl-2,3,5,8-tetrahydro-2-(2-iodoethyl)-1,3-dioxo-1H-pyrazolo[1,2-a]pyridazine-5-carboxylate, 0.15 g of potassium acetate and 0.1 g of thioacetic acid in 40 ml of acetone was stirred at room temperature for 5 hours. The solvent was removed by evaporation and the residue was partitioned between dichloromethane and water. The organic phase was separated, dried over magnesium sulfate and evaporated to give 0.4 g (90%) of methyl 2-(2-acetylthioethyl)-2-benzyl-2,3...